This data is from the Open Reaction Database (ORD), a public repository of structured organic reaction records. The task is: describe an organic reaction: reactants, conditions, products, and yield Starting materials: [Li]CCCC (n-BuLi), FC1=C(C=CC(=C1)OC)C1(OCCO1)C (2-(2-fluoro-4-methoxy-phenyl)-2-methyl-[1,3]-dioxolane), C(C)(=O)O (acetic acid), IC (iodomethane). Solvent: C1CCOC1 (THF), CCOCC (ether), CCOCC (ether). Conditions: time 30 minute. Yields the product FC1=C(C=CC(=C1C)OC)C(C)=O (1-(2-Fluoro-4-methoxy-3-methyl-phenyl)-ethanone). Yield: 43.5%. Reaction SMILES: [Li][CH2:2]CCC.[F:6][C:7]1[CH:12]=[C:11]([O:13][CH3:14])[CH:10]=[CH:9][C:8]=1[C:15]1([CH3:20])[O:19]CCO1.IC.C(O)(=O)C>C1COCC1.CCOCC>[F:6][C:7]1[C:12]([CH3:2])=[C:11]([O:13][CH3:14])[CH:10]=[CH:9][C:8]=1[C:15](=[O:19])[CH3:20]. Procedure details: 17.69 ml (1.6 M in n-hexane, 28.30 mmol) n-BuLi were added slowly to a cooled solution (−78° C.) of the above prepared 4.29 g (20.21 mmol) 2-(2-fluoro-4-methoxy-phenyl)-2-methyl-[1,3]-dioxolane in 100 ml THF. The reaction was stirred for 30 min at this temperature. 5.03 ml (80.86 mmol) of iodomethane were then added over 20 min and after 6 h at −78° C. the reaction was stopped with 3.24 ml (56.60 mmol) of acetic acid in 5 ml ether. The reaction mixture was taken up in ether and washed with aqueo... Starting materials: [Al+3], COC(=O)c1cn(Cc2cc(OCc3ccccc3)cc(OCc3ccccc3)c2)cc1-c1ccccc1, CCCCCC, [H-], [H-], [H-], [H-], [Li+], [Na+], [Na+], C1CCOC1, O, O, O, O, O, O, O, O, O, O, O=S(=O)([O-])[O-]. Yields the product OCc1cn(Cc2cc(OCc3ccccc3)cc(OCc3ccccc3)c2)cc1-c1ccccc1. RXN SMILES: [Al+3:2].[CH2:7]([c:8]1[cH:9][cH:10][cH:11][cH:12][cH:13]1)[O:14][c:15]1[cH:16][c:17]([CH2:18][n:19]2[cH:20][c:21]([C:30](=[O:31])[O:32][CH3:33])[c:22](-[c:24]3[cH:25][cH:26][cH:27][cH:28][cH:29]3)[cH:23]2)[cH:34][c:35]([O:37][CH2:38][c:39]2[cH:40][cH:41][cH:42][cH:43][cH:44]2)[cH:36]1.[CH3:62][CH2:63][CH2:64][CH2:65][CH2:66][CH3:67].[H-:1].[H-:4].[H-:5].[H-:6].[Li+:3].[Na+:60].[Na+:61].[O:68]1[CH2:69][CH2:70][CH2:71][CH2:72]1.[OH2:45].[OH2:46].[OH2:47].[OH2:48].[OH2:49].[OH2:50].[OH2:51].[OH2:52].[OH2:53].[OH2:54].[S:55]([O-:56])([O-:57])(=[O:58])=[O:59]>>[CH2:7]([c:8]1[cH:9][cH:10][cH:11][cH:12][cH:13]1)[O:14][c:15]1[cH:16][c:17]([CH2:18][n:19]2[cH:20][c:21]([CH2:30][OH:31])[c:22](-[c:24]3[cH:25][cH:26][cH:27][cH:28][cH:29]3)[cH:23]2)[cH:34][c:35]([O:37][CH2:38][c:39]2[cH:40][cH:41][cH:42][cH:43][cH:44]2)[cH:36]1. The reactants are C1(=CC=CC=C1)C(OCCCl)C1=CC=CC=C1 (2- (diphenyl-methoxy)ethyl chloride), CNC(CC)NC (N,N' -dimethyl-propanediamine). Solvent: C1(=CC=CC=C1)C (toluene). The product is C1(=CC=CC=C1)C(OCCC(CC)(NC)NC)C1=CC=CC=C1 (2-(diphenylmethoxy)ethyl-N-methyl-N'-methylpropanediamine). The yield is 63.0%. Reaction SMILES: [C:1]1([CH:7]([C:12]2[CH:17]=[CH:16][CH:15]=[CH:14][CH:13]=2)[O:8][CH2:9][CH2:10]Cl)[CH:6]=[CH:5][CH:4]=[CH:3][CH:2]=1.[CH3:18][NH:19][CH:20]([NH:23][CH3:24])[CH2:21][CH3:22]>C1(C)C=CC=CC=1>[C:1]1([CH:7]([C:12]2[CH:17]=[CH:16][CH:15]=[CH:14][CH:13]=2)[O:8][CH2:9][CH2:10][C:20]([NH:23][CH3:24])([NH:19][CH3:18])[CH2:21][CH3:22])[CH:6]=[CH:5][CH:4]=[CH:3][CH:2]=1. Reported procedure: A mixture of 3 g (12.2 mmole) of 2- (diphenyl-methoxy)ethyl chloride, 5 g (49 mmole) of N,N' -dimethyl-propanediamine and 40 ml of toluene was heated under reflux overnight. At the end of this time, the toluene layer was separated and washed with water; 25 ml of a 10% w/v aqueous solution of acetic acid was then added thereto. The aqueous layer was separated, and a 10% w/v aqueous solution of sodium hydroxide was added to make it alkaline. The mixture was then extracted with diethyl ether, and t... Reactants: C(#N)N=C(OC(C)C)C=1C=NC=CC1 (Isopropyl N-cyano-3-pyridinecarboximidate), COC1=CC=C(CN)C=C1 (4-methoxybenzylamine). Run in CO (methanol). Conditions: time 40 minute. Yields the product C(#N)NC(=NCC1=CC=C(C=C1)OC)C=1C=NC=CC1 (N-cyano-N'-(4-methoxybenzyl)-3-pyridinecarboximidamide). Isolated yield 80.8%. RXN SMILES: [C:1]([N:3]=[C:4]([C:9]1[CH:10]=[N:11][CH:12]=[CH:13][CH:14]=1)OC(C)C)#[N:2].[CH3:15][O:16][C:17]1[CH:24]=[CH:23][C:20]([CH2:21][NH2:22])=[CH:19][CH:18]=1>CO>[C:1]([NH:3][C:4]([C:9]1[CH:10]=[N:11][CH:12]=[CH:13][CH:14]=1)=[N:22][CH2:21][C:20]1[CH:23]=[CH:24][C:17]([O:16][CH3:15])=[CH:18][CH:19]=1)#[N:2]. Procedure details: Isopropyl N-cyano-3-pyridinecarboximidate (0.50 g, 2.6 mmol) was dissolved in methanol (10 ml), and 4-methoxybenzylamine (0.40 g, 2.9 mmol) was added. The mixture was stirred at room temperature for 40 minutes. After the reaction was completed, the reaction solution was concentrated under reduced pressure, and the concentrated residue thus obtained was crystallized from methanol-diethyl ether to give the title compound (0.50 g, 2.1 mmol, yield: 80%) as colorless powder. Reactants: compound 1D, C(C)N1C2=C(NC([C@@H]1C)=O)C=C(C=N2)CO ((S)-4-ethyl-7-(hydroxymethyl)-3-methyl-3,4-dihydropyrido[3,2-b]pyrazin-2(1H)-one), ClC1=CC=C(C=C1)C=1CCNCC1 (4-(4-chlorophenyl)-1,2,3,6-tetrahydropyridine). Yields the product ClC1=CC=C(C=C1)C1=CCN(CC1)CC1=CC=2NC([C@@H](N(C2N=C1)CC)C)=O ((S)-7-((4-(4-chlorophenyl)-5,6-dihydropyridin-1(2H)-yl)methyl)-4-ethyl-3-methyl-3,4-dihydropyrido[3,2-b]pyrazin-2(1H)-one). RXN SMILES: [CH2:1]([N:3]1[C@@H:8]([CH3:9])[C:7](=[O:10])[NH:6][C:5]2[CH:11]=[C:12]([CH2:15]O)[CH:13]=[N:14][C:4]1=2)[CH3:2].[Cl:17][C:18]1[CH:23]=[CH:22][C:21]([C:24]2[CH2:25][CH2:26][NH:27][CH2:28][CH:29]=2)=[CH:20][CH:19]=1>>[Cl:17][C:18]1[CH:23]=[CH:22][C:21]([C:24]2[CH2:29][CH2:28][N:27]([CH2:15][C:12]3[CH:13]=[N:14][C:4]4[N:3]([CH2:1][CH3:2])[C@@H:8]([CH3:9])[C:7](=[O:10])[NH:6][C:5]=4[CH:11]=3)[CH2:26][CH:25]=2)=[CH:20][CH:19]=1. Procedure: Compound 63 was prepared using a procedure analogous to that described in connection with compound 1D, except that (S)-4-ethyl-7-(hydroxymethyl)-3-methyl-3,4-dihydropyrido[3,2-b]pyrazin-2(1H)-one was used instead of (S)-3-(hydroxymethyl)-6a,7,8,9-tetrahydropyrido[3,2-e]pyrrolo[1,2-a]pyrazin-6(5H)-one and 4-(4-chlorophenyl)-1,2,3,6-tetrahydropyridine was used instead of 1-(4-chlorophenyl)piperazine. 1H NMR (CHLOROFORM-d) δ (ppm): 7.79 (d, J=1.5 Hz, 1H), 7.68 (br. s., 1H), 7.27-7.34 (m, 4H), 7.02 ...